This data is from the Open Reaction Database (ORD), a public repository of structured organic reaction records. The task is: describe an organic reaction: reactants, conditions, products, and yield Reactants: C(C)OC(=O)N=C=S (ethoxycarbonyl isothiocyanate), ClC1=CC=C(CO)C=C1 (p-chlorobenzyl alcohol), O1CCCC1 (tetrahydrofuran). The solvent is C(C)N(CC)CC (triethylamine). Product: C(=O)(OCC)NC(OCC1=CC=C(C=C1)Cl)=S (p-chlorobenzyl N-carbethoxy-thiocarbamate). Yield: 58.2%. Reaction SMILES: [CH2:1]([O:3][C:4]([N:6]=[C:7]=[S:8])=[O:5])[CH3:2].[Cl:9][C:10]1[CH:17]=[CH:16][C:13]([CH2:14][OH:15])=[CH:12][CH:11]=1.O1CCCC1>C(N(CC)CC)C>[C:4]([NH:6][C:7](=[S:8])[O:15][CH2:14][C:13]1[CH:16]=[CH:17][C:10]([Cl:9])=[CH:11][CH:12]=1)([O:3][CH2:1][CH3:2])=[O:5]. Procedure: 90 g of ethoxycarbonyl isothiocyanate were added dropwise to a mixture of 85 g of p-chlorobenzyl alcohol, 600 ml of tetrahydrofuran and 4 ml of triethylamine and the mixture was refluxed for 24 hours and was then evaporated to dryness under reduced pressure. The residue was added to isopropyl alcohol and the precipitate formed was recovered by vacuum filtration to obtain 95 g of p-chlorobenzyl N-carbethoxy-thiocarbamate melting at 95° C. RXN SMILES: [CH2:1]([c:2]1[cH:3][cH:4][cH:5][cH:6][cH:7]1)[O:8][C:9]([CH2:10][NH:11][CH:12]1[CH:13]2[CH2:14][C:15]3([C:22](=[O:23])[O:24][CH3:25])[CH2:16][CH:17]([CH2:18][CH:19]1[CH2:20]3)[CH2:21]2)=[O:26].[CH3:27][OH:28].[Na+:30].[O:31]1[CH2:32][CH2:33][CH2:34][CH2:35]1.[OH-:29]>>[CH2:1]([c:2]1[cH:3][cH:4][cH:5][cH:6][cH:7]1)[O:8][C:9]([CH2:10][NH:11][CH:12]1[CH:13]2[CH2:14][C:15]3([C:22](=[O:23])[OH:24])[CH2:16][CH:17]([CH2:18][CH:19]1[CH2:20]3)[CH2:21]2)=[O:26]. Starting materials: COC(=O)C12CC3CC(C1)C(NCC(=O)OCc1ccccc1)C(C3)C2, CO, [Na+], C1CCOC1, [OH-]. The product is O=C(CNC1C2CC3CC1CC(C(=O)O)(C3)C2)OCc1ccccc1. The reactants are COC(=O)C=1N(C2=CC=CC=C2C1O)C1=CC=CC=C1 (3-hydroxy-1-phenyl-1H-indole-2-carboxylic acid methyl ester), ClC=1C=CC(=C(C(=O)O)C1)NC1=CC=CC=C1 (5-chloro-2-(phenylamino)benzoic acid), C1(=CC=CC=C1)NC1=C(C(=O)O)C=CC=C1 (2-(phenylamino)benzoic acid). Yields the product COC(=O)C=1N(C2=CC=C(C=C2C1O)Cl)C1=CC=CC=C1 (5-Chloro-3-hydroxy-1-phenyl-1H-indole-2-carboxylic acid methyl ester). As a reaction SMILES: [CH3:1][O:2][C:3]([C:5]1[N:6]([C:15]2[CH:20]=[CH:19][CH:18]=[CH:17][CH:16]=2)[C:7]2[C:12]([C:13]=1[OH:14])=[CH:11][CH:10]=[CH:9][CH:8]=2)=[O:4].[Cl:21]C1C=CC(NC2C=CC=CC=2)=C(C=1)C(O)=O.C1(NC2C=CC=CC=2C(O)=O)C=CC=CC=1>>[CH3:1][O:2][C:3]([C:5]1[N:6]([C:15]2[CH:20]=[CH:19][CH:18]=[CH:17][CH:16]=2)[C:7]2[C:12]([C:13]=1[OH:14])=[CH:11][C:10]([Cl:21])=[CH:9][CH:8]=2)=[O:4]. Procedure details: Prepared in a manner analogous to the multistep procedure described [P. Friedlander and K. Kunz, Chem. Ber., 55, 1597 (1922)] for the preparation of 3-hydroxy-1-phenyl-1H-indole-2-carboxylic acid methyl ester, with 5-chloro-2-(phenylamino)benzoic acid substituted for 2-(phenylamino)benzoic acid in the first step of the synthetic sequence. The final indole product was recrystallized from aqueous 2-methoxyethanol to yield analytically pure product, mp 170°-173° C. The reactants are C(C1=CC=CC=C1)(=O)C=1C2=C(SC1NC(C)=O)CCCC2 (N-(3-Benzoyl-4,5,6,7-tetrahydro-benzo[b]thiophen-2-yl)-acetamide). Reagents/catalysts: [Pd] (palladium on charcoal). Solvent: C(Cl)(Cl)Cl (chloroform). Reaction conditions: time 15 minute. Yields the product C(C1=CC=CC=C1)(=O)C=1C2=C(SC1NC(C)=O)C=CC=C2 (N-(3-benzoyl-benzo[b]thiophen-2-yl)-acetamide). Isolated yield 43.2%. As a reaction SMILES: [C:1]([C:9]1[C:10]2[CH2:21][CH2:20][CH2:19][CH2:18][C:11]=2[S:12][C:13]=1[NH:14][C:15](=[O:17])[CH3:16])(=[O:8])[C:2]1[CH:7]=[CH:6][CH:5]=[CH:4][CH:3]=1>C(Cl)(Cl)Cl.[Pd]>[C:1]([C:9]1[C:10]2[CH:21]=[CH:20][CH:19]=[CH:18][C:11]=2[S:12][C:13]=1[NH:14][C:15](=[O:17])[CH3:16])(=[O:8])[C:2]1[CH:3]=[CH:4][CH:5]=[CH:6][CH:7]=1. Reported procedure: To a stirred solution of 0.61 g (2.04 mmol) N-(3-Benzoyl-4,5,6,7-tetrahydro-benzo[b]thiophen-2-yl)-acetamide in 20 ml chloroform was added 1.2 g palladium on charcoal (10%). The mixture was stirred at room temperature for 15 minutes and then the solvent was removed in vacuo. The resulting powder was heated at 100° C. for 48 h and then suspended in ethyl acetate and dichloromethane. The suspension was filtered, and the organic phase was concentrated in vacuo to afford 0.26 g (44%) N-(3-benzoyl-be...